Dataset: the Open Reaction Database (ORD), a public repository of structured organic reaction records. Task: describe an organic reaction: reactants, conditions, products, and yield The reactants are ClC1=CC=C(C=C1)C(C(=O)OC)OC1=CC(=C(C=C1)F)C(F)(F)F (methyl 2-(4-chloro-phenyl)-2-(4-fluoro-3-trifluoromethyl-phenoxy)-acetate), [OH-].[Na+] (sodium hydroxide), Cl (hydrochloric acid). Solvent: O (water). The product is ClC1=CC=C(C=C1)C(C(=O)O)OC1=CC(=C(C=C1)F)C(F)(F)F (2-(4-chlorophenyl)-2-(4-fluoro-3-trifluoromethyl-phenoxy)-acetic acid). Isolated yield 75.7%. As a reaction SMILES: [Cl:1][C:2]1[CH:7]=[CH:6][C:5]([CH:8]([O:13][C:14]2[CH:19]=[CH:18][C:17]([F:20])=[C:16]([C:21]([F:24])([F:23])[F:22])[CH:15]=2)[C:9]([O:11]C)=[O:10])=[CH:4][CH:3]=1.[OH-].[Na+].Cl>O>[Cl:1][C:2]1[CH:3]=[CH:4][C:5]([CH:8]([O:13][C:14]2[CH:19]=[CH:18][C:17]([F:20])=[C:16]([C:21]([F:24])([F:22])[F:23])[CH:15]=2)[C:9]([OH:11])=[O:10])=[CH:6][CH:7]=1 |f:1.2|. Reported procedure: 59.3 g (0.163 mol) of methyl 2-(4-chloro-phenyl)-2-(4-fluoro-3-trifluoromethyl-phenoxy)-acetate are added to a solution of 15 g of sodium hydroxide in 400 ml of water. The suspension obtained is stirred and heated at the reflux temperature until a limpid solution is obtained (duration, 4 hours). The reaction mixture is cooled and acidified with a hydrochloric acid solution; an oil precipitates, which is extracted with ether. The ether phase is washed with water and dried and the solvent is drive... Starting materials: OC1=C(C(=O)OC)C=C(C=C1)NC(CCC\C=C/C\C=C/C\C=C/C\C=C/CCCCC)=O (methyl 2-hydroxy-5-(5Z,8Z,11Z,14Z)-icosa-5,8,11,14-tetraenamidobenzoate). Solvent: C1CCOC1 (THF), [OH-].[Na+] (NaOH). Run at temperature 60 celsius. The product is OC1=C(C(=O)O)C=C(C=C1)NC(CCC\C=C/C\C=C/C\C=C/C\C=C/CCCCC)=O (2-hydroxy-5-(5Z,8Z,11Z,14Z)-icosa-5,8,11,14-tetraenamidobenzoic acid). RXN SMILES: [OH:1][C:2]1[CH:11]=[CH:10][C:9]([NH:12][C:13](=[O:33])[CH2:14][CH2:15][CH2:16]/[CH:17]=[CH:18]\[CH2:19]/[CH:20]=[CH:21]\[CH2:22]/[CH:23]=[CH:24]\[CH2:25]/[CH:26]=[CH:27]\[CH2:28][CH2:29][CH2:30][CH2:31][CH3:32])=[CH:8][C:3]=1[C:4]([O:6]C)=[O:5]>C1COCC1.[OH-].[Na+]>[OH:1][C:2]1[CH:11]=[CH:10][C:9]([NH:12][C:13](=[O:33])[CH2:14][CH2:15][CH2:16]/[CH:17]=[CH:18]\[CH2:19]/[CH:20]=[CH:21]\[CH2:22]/[CH:23]=[CH:24]\[CH2:25]/[CH:26]=[CH:27]\[CH2:28][CH2:29][CH2:30][CH2:31][CH3:32])=[CH:8][C:3]=1[C:4]([OH:6])=[O:5] |f:2.3|. Procedure: The methyl 2-hydroxy-5-(5Z,8Z,11Z,14Z)-icosa-5,8,11,14-tetraenamidobenzoate was then dissolved in THF (15 mL) and 3 N NaOH (5 mL). The mixture was heated (60° C., 2 h) and then concentrated and acified to pH 3 with 2 N HCl. The product was extracted with ethyl acetate, and the combined organic extracts were washed with brine and dried over MgSO4. The crude product was purified by silica chromatography (0-15% MeOH/CH2Cl2) to afford 0.3 g of as 2-hydroxy-5-(5Z,8Z,11Z,14Z)-icosa-5,8,11,14-tetraenam... Run at time 22 hour. Yields the product C1=NC(=CC=2C3=CC=CC=C3NC12)C(N)=NO (beta-carboline-3-carboxylic-acid-amide-oxime). Reactants: C(#N)C=1N=CC=2NC3=CC=CC=C3C2C1 (3-cyano-beta-carboline), Cl.NO (hydroxylamine-hydrochloride), C([O-])([O-])=O.[K+].[K+] (potassium carbonate). The solvent is C(C)O (ethanol). As a reaction SMILES: [C:1]([C:3]1[N:4]=[CH:5][C:6]2[NH:7][C:8]3[C:13]([C:14]=2[CH:15]=1)=[CH:12][CH:11]=[CH:10][CH:9]=3)#[N:2].Cl.[NH2:17][OH:18].C(=O)([O-])[O-].[K+].[K+]>C(O)C>[CH:5]1[C:6]2[NH:7][C:8]3[C:13](=[CH:12][CH:11]=[CH:10][CH:9]=3)[C:14]=2[CH:15]=[C:3]([C:1](=[N:17][OH:18])[NH2:2])[N:4]=1 |f:1.2,3.4.5|. Procedure: A mixture of 2.4 g of 3-cyano-beta-carboline, 1.1 g of hydroxylamine-hydrochloride, 200 ml of 99% ethanol and 5.2 ml of a potassium carbonate solution (2.2 g of potassium carbonate in 10 ml of water) is boiled in an oil bath at 90° C. outside temperature for 22 h at the reflux. The reaction mixture is filtered hot. The filtrate is concentrated. The residue is treated with 100 ml of water. The precipitate is filtered off, washed with water and dried in air. 2.4 g of beta-carboline-3-carboxylic-ac... Isolated yield 85.4%. Starting materials: CI (methyl iodide), OC1=C(C(=O)OC)C=CC(=C1)O (Methyl 2,4-dihydroxybenzoate), OC1=C(C(=O)O)C=CC(=C1)O (2,4-dihydroxybenzoic acid), CI (methyl iodide), C([O-])([O-])=O.[K+].[K+] (potassium carbonate). The product is OC1=C(C(=O)OC)C=CC(=C1)OC (methyl 2-hydroxy-4-methoxybenzoate). Reported procedure: Methyl 2,4-dihydroxybenzoate (prepared from 2,4-dihydroxybenzoic acid by the general method of Brunner (Monatsh. 1913, 34, 916) (12 g) was treated with methyl iodide (12.2 g) and anhydrous potassium carbonate (4.95 g) in dry sulpholane (140 ml) at 60°-70° C. After 8 hours, further methyl iodide (12.2 g) was added and heating was continued for 14 hours. The excess of methyl iodide was evaporated and the mixture was poured into a mixture of ice and water (1 liter) and the mixture was acidified wit... Solvent: S1(=O)(=O)CCCC1 (sulpholane). Reaction SMILES: [OH:1][C:2]1[CH:11]=[C:10]([OH:12])[CH:9]=[CH:8][C:3]=1[C:4]([O:6][CH3:7])=[O:5].O[C:14]1C=C(O)C=CC=1C(O)=O.CI.C(=O)([O-])[O-].[K+].[K+]>S1(CCCC1)(=O)=O>[OH:1][C:2]1[CH:11]=[C:10]([O:12][CH3:14])[CH:9]=[CH:8][C:3]=1[C:4]([O:6][CH3:7])=[O:5] |f:3.4.5|. Reaction conditions: time 8 hour. Reactants: FC(C1=CC=C(C(=O)Cl)C=C1)(F)F (4-trifluoromethylbenzoyl chloride), NC=1C=CC(=C(C1)NC(=O)C=1C=C2C=CC=NC2=CC1)C (N-(5-amino-2-methylphenyl)-quinoline-6-carboxamide). Run in C(C)N(CC)CC (triethylamine). Conditions: time 18 hour. The product is FC(C1=CC=C(C(=O)NC=2C=CC(=C(C2)NC(=O)C=2C=C3C=CC=NC3=CC2)C)C=C1)(F)F (N-[5-(4-trifluoromethylbenzamido)-2-methylphenyl]quinoline-6-carboxamide). The yield is 52.0%. RXN SMILES: [F:1][C:2]([F:13])([F:12])[C:3]1[CH:11]=[CH:10][C:6]([C:7](Cl)=[O:8])=[CH:5][CH:4]=1.[NH2:14][C:15]1[CH:16]=[CH:17][C:18]([CH3:34])=[C:19]([NH:21][C:22]([C:24]2[CH:25]=[C:26]3[C:31](=[CH:32][CH:33]=2)[N:30]=[CH:29][CH:28]=[CH:27]3)=[O:23])[CH:20]=1>C(N(CC)CC)C>[F:1][C:2]([F:13])([F:12])[C:3]1[CH:11]=[CH:10][C:6]([C:7]([NH:14][C:15]2[CH:16]=[CH:17][C:18]([CH3:34])=[C:19]([NH:21][C:22]([C:24]3[CH:25]=[C:26]4[C:31](=[CH:32][CH:33]=3)[N:30]=[CH:29][CH:28]=[CH:27]4)=[O:23])[CH:20]=2)=[O:8])=[CH:5][CH:4]=1. Procedure: Using an analogous procedure to that described in Example 4, 4-trifluoromethylbenzoyl chloride was reacted with N-(5-amino-2-methylphenyl)-quinoline-6-carboxamide in the presence of triethylamine. The reaction mixture was stirred at ambient temperature for 18 hours and then evaporated. The residue was purified by column chromatography on silica using increasingly polar mixtures of methylene chloride and methanol as eluent. There was thus obtained the title compound in 52% yield; Mass Spectrum: M...